Dataset: the Open Reaction Database (ORD), a public repository of structured organic reaction records. Task: describe an organic reaction: reactants, conditions, products, and yield Reagents/catalysts: [Cu]I (CuI), C=1C=CC(=CC1)[P](C=2C=CC=CC2)(C=3C=CC=CC3)[Pd]([P](C=4C=CC=CC4)(C=5C=CC=CC5)C=6C=CC=CC6)([P](C=7C=CC=CC7)(C=8C=CC=CC8)C=9C=CC=CC9)[P](C=1C=CC=CC1)(C=1C=CC=CC1)C=1C=CC=CC1 ((Ph3P)4Pd). The product is C(#N)C1=CC=C(C=C1)N1C(=NC2=C(C1=O)C=CC=N2)[C@@H](C)NC(OC(C)(C)C)=O ((R)-tert-butyl 1-(3-(4-cyanophenyl)-4-oxo-3,4-dihydropyrido[2,3-d]pyrimidin-2-yl)ethylcarbamate). Starting materials: IC1=CC=C(C=C1)N1C(=NC2=C(C1=O)C=CC=N2)[C@@H](C)NC(OC(C)(C)C)=O ((R)-tert-butyl 1-(3-(4-iodophenyl)-4-oxo-3,4-dihydropyrido[2,3-d]pyrimidin-2-yl)ethylcarbamate), [C-]#N.[Na+] (NaCN). As a reaction SMILES: I[C:2]1[CH:7]=[CH:6][C:5]([N:8]2[C:13](=[O:14])[C:12]3[CH:15]=[CH:16][CH:17]=[N:18][C:11]=3[N:10]=[C:9]2[C@H:19]([NH:21][C:22](=[O:28])[O:23][C:24]([CH3:27])([CH3:26])[CH3:25])[CH3:20])=[CH:4][CH:3]=1.[C-:29]#[N:30].[Na+]>C1C=CC([P]([Pd]([P](C2C=CC=CC=2)(C2C=CC=CC=2)C2C=CC=CC=2)([P](C2C=CC=CC=2)(C2C=CC=CC=2)C2C=CC=CC=2)[P](C2C=CC=CC=2)(C2C=CC=CC=2)C2C=CC=CC=2)(C2C=CC=CC=2)C2C=CC=CC=2)=CC=1.[Cu]I>[C:29]([C:2]1[CH:7]=[CH:6][C:5]([N:8]2[C:13](=[O:14])[C:12]3[CH:15]=[CH:16][CH:17]=[N:18][C:11]=3[N:10]=[C:9]2[C@H:19]([NH:21][C:22](=[O:28])[O:23][C:24]([CH3:25])([CH3:26])[CH3:27])[CH3:20])=[CH:4][CH:3]=1)#[N:30] |f:1.2,^1:35,37,56,75|. The yield is 88.5%. Run at temperature 70 celsius. Reported procedure: Compound 15 (2.02 g, 4.10 mmol), prepared as described in Section 7.11, was combined with (Ph3P)4Pd (439 mg, 0.38 mmol), CuI (157 mg, 0.82 mmol) and NaCN (406 mg, 8.29 mmol) in a 25 mL pear shaped flask equipped with a reflux condenser. The mixture was evacuated under high vacuum and backfilled with dry N2 three times. Acetonitrile (6 mL) was then added and the resulting suspension heated to 70° C. for 30 min. at which point TLC and HPLC analysis indicated near complete consumption of 15. The mi...